The task is: describe an organic reaction: reactants, conditions, products, and yield. This data is from the Open Reaction Database (ORD), a public repository of structured organic reaction records. The reactants are [Br-], O=C(O)CCC[P+](c1ccccc1)(c1ccccc1)c1ccccc1, CCOCCOCC, CC(C)(C)[O-], COC(C)(C)C, Cl, [K+], C1CCOC1, O=C1CCN(C(=O)OCc2ccccc2)CC1. The product is O=C(O)CC=CC1CCN(C(=O)OCc2ccccc2)CC1. RXN SMILES: [Br-:1].[C:2](=[O:3])([OH:4])[CH2:5][CH2:6][CH2:7][P+:8]([c:9]1[cH:10][cH:11][cH:12][cH:13][cH:14]1)([c:15]1[cH:16][cH:17][cH:18][cH:19][cH:20]1)[c:21]1[cH:22][cH:23][cH:24][cH:25][cH:26]1.[CH2:51]([O:52][CH2:53][CH2:54][O:55][CH2:56][CH3:57])[CH3:58].[CH3:27][C:28]([CH3:29])([O-:30])[CH3:31].[CH3:64][O:65][C:66]([CH3:67])([CH3:68])[CH3:69].[ClH:50].[K+:32].[O:59]1[CH2:60][CH2:61][CH2:62][CH2:63]1.[c:33]1([CH2:39][O:40][C:41](=[O:42])[N:43]2[CH2:44][CH2:45][C:46](=[O:49])[CH2:47][CH2:48]2)[cH:34][cH:35][cH:36][cH:37][cH:38]1>>[C:2](=[O:3])([OH:4])[CH2:5][CH:6]=[CH:7][CH:46]1[CH2:45][CH2:44][N:43]([C:41]([O:40][CH2:39][c:33]2[cH:34][cH:35][cH:36][cH:37][cH:38]2)=[O:42])[CH2:48][CH2:47]1.